This data is from the Open Reaction Database (ORD), a public repository of structured organic reaction records. The task is: describe an organic reaction: reactants, conditions, products, and yield Reactants: O=C(NCc1ccc(F)cc1)c1nc(Br)c2cccnc2c1O, O=C1NCCCN1, c1ccncc1. The product is O=C(NCc1ccc(F)cc1)c1nc(N2CCCNC2=O)c2cccnc2c1O. As a reaction SMILES: [Br:8][c:9]1[c:10]2[cH:11][cH:12][cH:13][n:14][c:15]2[c:16]([OH:30])[c:17]([C:19](=[O:20])[NH:21][CH2:22][c:23]2[cH:24][cH:25][c:26]([F:29])[cH:27][cH:28]2)[n:18]1.[NH:1]1[C:2](=[O:7])[NH:3][CH2:4][CH2:5][CH2:6]1.[cH:31]1[cH:32][cH:33][n:34][cH:35][cH:36]1>>[N:1]1([c:9]2[c:10]3[cH:11][cH:12][cH:13][n:14][c:15]3[c:16]([OH:30])[c:17]([C:19](=[O:20])[NH:21][CH2:22][c:23]3[cH:24][cH:25][c:26]([F:29])[cH:27][cH:28]3)[n:18]2)[C:2](=[O:7])[NH:3][CH2:4][CH2:5][CH2:6]1. Reactants: NaHB(OAc)3, FC(OC1=CC=C(C=C1)C=1C=NC(=NC1)NC=1C=CC(=C(C1)NC(=O)N1CC(NCC1)C(F)(F)F)C)F (N-(5-(5-(4-(difluoromethoxy)phenyl)pyrimidin-2-ylamino)-2-methylphenyl)-3-(trifluoromethyl)piperazine-1-carboxamide), C=O (HCHO), [O-]S(=O)(=O)[O-].[Na+].[Na+] (Na2SO4). Solvent: C(Cl)Cl (DCM). Conditions: time 12 hour. The product is FC(OC1=CC=C(C=C1)C=1C=NC(=NC1)NC=1C=CC(=C(C1)NC(=O)N1CC(N(CC1)C)C(F)(F)F)C)F (N-(5-(5-(4-(Difluoromethoxy)phenyl)pyrimidin-2-ylamino)-2-methylphenyl)-3-(trifluoromethyl)-4-methylpiperazine-1-carboxamide), C(=O)(C(F)(F)F)O (TFA). As a reaction SMILES: [F:1][CH:2]([F:37])[O:3][C:4]1[CH:9]=[CH:8][C:7]([C:10]2[CH:11]=[N:12][C:13]([NH:16][C:17]3[CH:18]=[CH:19][C:20]([CH3:36])=[C:21]([NH:23][C:24]([N:26]4[CH2:31][CH2:30][NH:29][CH:28]([C:32]([F:35])([F:34])[F:33])[CH2:27]4)=[O:25])[CH:22]=3)=[N:14][CH:15]=2)=[CH:6][CH:5]=1.[CH2:38]=[O:39].[O-:40]S([O-])(=O)=O.[Na+].[Na+]>C(Cl)Cl>[F:37][CH:2]([F:1])[O:3][C:4]1[CH:5]=[CH:6][C:7]([C:10]2[CH:11]=[N:12][C:13]([NH:16][C:17]3[CH:18]=[CH:19][C:20]([CH3:36])=[C:21]([NH:23][C:24]([N:26]4[CH2:31][CH2:30][N:29]([CH3:38])[CH:28]([C:32]([F:35])([F:34])[F:33])[CH2:27]4)=[O:25])[CH:22]=3)=[N:14][CH:15]=2)=[CH:8][CH:9]=1.[C:38]([OH:40])([C:32]([F:35])([F:34])[F:33])=[O:39] |f:2.3.4|. Reported procedure: A solution of N-(5-(5-(4-(difluoromethoxy)phenyl)pyrimidin-2-ylamino)-2-methylphenyl)-3-(trifluoromethyl)piperazine-1-carboxamide D11 (0.05 mmol), HCHO (0.15 mmol, 30% aqueous) and anhydrous Na2SO4 (1.5 mmol) in DCM (2 mL) is stirred at rt for 30 min. Then NaHB(OAc)3 (0.3 mmol) is added and the resulting mixture is stirred for 12 h. Purification by prep-HPLC (ACN gradient 10-70%) affords N-(5-(5-(4-(Difluoromethoxy)phenyl)pyrimidin-2-ylamino)-2-methylphenyl)-3-(trifluoromethyl)-4-methylpiperazin... As a reaction SMILES: [CH2:1]([CH3:2])[N:3]1[CH2:4][CH2:5][N:6]([CH2:9][c:10]2[cH:11][cH:12][c:13]([NH:16][C:17](=[O:18])[N:19]3[CH2:20][CH2:21][c:22]4[cH:23][c:24]([O:28][c:29]5[n:30][cH:31][n:32][c:33]([Cl:35])[cH:34]5)[cH:25][cH:26][c:27]43)[cH:14][cH:15]2)[CH2:7][CH2:8]1.[N-:36]=[N+:37]=[N-:38].[Na+:39].[O:41]=[CH:42][N:43]([CH3:44])[CH3:45].[OH2:40]>>[CH2:1]([CH3:2])[N:3]1[CH2:4][CH2:5][N:6]([CH2:9][c:10]2[cH:11][cH:12][c:13]([NH:16][C:17](=[O:18])[N:19]3[CH2:20][CH2:21][c:22]4[cH:23][c:24]([O:28][c:29]5[n:30][cH:31][n:32][c:33]([N:36]=[N+:37]=[N-:38])[cH:34]5)[cH:25][cH:26][c:27]43)[cH:14][cH:15]2)[CH2:7][CH2:8]1. The product is CCN1CCN(Cc2ccc(NC(=O)N3CCc4cc(Oc5cc(N=[N+]=[N-])ncn5)ccc43)cc2)CC1. The reactants are CCN1CCN(Cc2ccc(NC(=O)N3CCc4cc(Oc5cc(Cl)ncn5)ccc43)cc2)CC1, [N-]=[N+]=[N-], [Na+], CN(C)C=O, O. Product: C(\C=C\C(=O)O)(=O)O.NC1=C(C=C(C=C1Cl)C(CNCCCCCCOCCCC=1C=C(C=NC1)CCO)O)Cl (5-[3-[[6-[[2-(4-Amino-3,5-dichlorophenyl)-2-hydroxyethyl]amino]hexyl]oxy]propyl]-3-pyridineethanol (E) butenedioate). Yield: 156.1%. As a reaction SMILES: [NH2:1][C:2]1[C:7]([Cl:8])=[CH:6][C:5]([CH:9]([OH:33])[CH2:10][NH:11][CH2:12][CH2:13][CH2:14][CH2:15][CH2:16][CH2:17][O:18][CH2:19][CH2:20][CH2:21][C:22]2[CH:23]=[C:24]([CH2:28][C:29](OC)=[O:30])[CH:25]=[N:26][CH:27]=2)=[CH:4][C:3]=1[Cl:34].[H-].[Al+3].[Li+].[H-].[H-].[H-].[OH-].[Na+].[C:43]([OH:50])(=[O:49])/[CH:44]=[CH:45]/[C:46]([OH:48])=[O:47]>C1C=CC=CC=1.CCOCC.CO.O>[C:43]([OH:50])(=[O:49])/[CH:44]=[CH:45]/[C:46]([OH:48])=[O:47].[NH2:1][C:2]1[C:7]([Cl:8])=[CH:6][C:5]([CH:9]([OH:33])[CH2:10][NH:11][CH2:12][CH2:13][CH2:14][CH2:15][CH2:16][CH2:17][O:18][CH2:19][CH2:20][CH2:21][C:22]2[CH:23]=[C:24]([CH2:28][CH2:29][OH:30])[CH:25]=[N:26][CH:27]=2)=[CH:4][C:3]=1[Cl:34] |f:1.2.3.4.5.6,7.8,14.15|. Starting materials: [H-].[Al+3].[Li+].[H-].[H-].[H-] (lithium aluminum hydride), oil, [OH-].[Na+] (sodium hydroxide), NC1=C(C=C(C=C1Cl)C(CNCCCCCCOCCCC=1C=C(C=NC1)CC(=O)OC)O)Cl (Methyl 5-[3-[[6-[[2-(4-amino-3,5-dichlorophenyl)-2-hydroxyethyl]amino]hexyl]oxy]propyl]-3-pyridineacetate), [H-].[Al+3].[Li+].[H-].[H-].[H-] (lithium aluminum hydride), C(\C=C\C(=O)O)(=O)O (fumaric acid). Run in O (water), O (water), CO (methanol), C1=CC=CC=C1 (benzene), CCOCC (ether). Run at time 8 hour. Procedure details: Methyl 5-[3-[[6-[[2-(4-amino-3,5-dichlorophenyl)-2-hydroxyethyl]amino]hexyl]oxy]propyl]-3-pyridineacetate (800 mg) in benzene (10 ml) was added dropwise to a stirred suspension of lithium aluminum hydride (95 mg) in ether (10 ml) at 0° C. The mixture was stirred overnight at room temperature under nitrogen, and more lithium aluminum hydride (40 mg) was added. After being stirred for a further 3 h, the mixture was treated with water (1 ml), followed by 2N sodium hydroxide (1 ml) and water (3 ml).... Starting materials: CCc1c(C=COC)cccc1-c1nsc(-c2ccc(OC(C)C)c(C#N)c2)n1, Cl, C1CCOC1. Product: CCc1c(CC=O)cccc1-c1nsc(-c2ccc(OC(C)C)c(C#N)c2)n1. Reaction SMILES: [CH2:1]([CH3:2])[c:3]1[c:4](-[c:13]2[n:14][s:15][c:16](-[c:18]3[cH:19][cH:20][c:21]([O:26][CH:27]([CH3:28])[CH3:29])[c:22]([C:23]#[N:24])[cH:25]3)[n:17]2)[cH:5][cH:6][cH:7][c:8]1[CH:9]=[CH:10][O:11][CH3:12].[ClH:30].[O:31]1[CH2:32][CH2:33][CH2:34][CH2:35]1>>[CH2:1]([CH3:2])[c:3]1[c:4](-[c:13]2[n:14][s:15][c:16](-[c:18]3[cH:19][cH:20][c:21]([O:26][CH:27]([CH3:28])[CH3:29])[c:22]([C:23]#[N:24])[cH:25]3)[n:17]2)[cH:5][cH:6][cH:7][c:8]1[CH2:9][CH:10]=[O:11].